Dataset: the Open Reaction Database (ORD), a public repository of structured organic reaction records. Task: describe an organic reaction: reactants, conditions, products, and yield Starting materials: CI, CN(C)C=O, CN1CN2C(=N1)C(c1ccccc1Cl)=NCC1=C2S(=O)CC1, [H-], [Na+], O. Yields the product CC1CC2=C(N3CN(C)N=C3C(c3ccccc3Cl)=NC2)S1=O. RXN SMILES: [CH3:25][I:26].[CH3:28][N:29]([CH3:30])[CH:31]=[O:32].[Cl:1][c:2]1[c:3]([C:8]2=[N:9][CH2:10][C:11]3=[C:12]([N:13]4[C:14]2=[N:15][N:16]([CH3:18])[CH2:17]4)[S:19](=[O:22])[CH2:20][CH2:21]3)[cH:4][cH:5][cH:6][cH:7]1.[H-:23].[Na+:24].[OH2:27]>>[Cl:1][c:2]1[c:3]([C:8]2=[N:9][CH2:10][C:11]3=[C:12]([N:13]4[C:14]2=[N:15][N:16]([CH3:18])[CH2:17]4)[S:19](=[O:22])[CH:20]([CH3:25])[CH2:21]3)[cH:4][cH:5][cH:6][cH:7]1. Reactants: N\C(=C/C(=O)OCC=CC1=CC=C(C=C1)CC=1NC=CN1)\C (3-[4-(1-imidazolylmethyl)phenyl]-2-propen-1-yl 3-aminocrotonate), [N+](=O)([O-])C=1C=C(C=C(C(=O)OCCOC)C(=O)C)C=CC1 (2-methoxyethyl 2-(3-nitrobenzylidene)acetoacetate). Solvent: C1(=CC=CC=C1)C (toluene). The product is CC=1NC(=C(C(C1C(=O)OC\C=C\C1=CC=C(C=C1)CC=1NC=CN1)C1=CC(=CC=C1)[N+](=O)[O-])C(=O)OCCOC)C ((E)-3-[4-(1-imidazolylmethyl)phenyl]-2-propen-1-yl 2-methoxyethyl 1,4-dihydro-2,6-dimethyl-4-(3-nitrophenyl)pyridine-3,5-dicarboxylate). As a reaction SMILES: [NH2:1]/[C:2](/[CH3:22])=[CH:3]\[C:4]([O:6][CH2:7][CH:8]=[CH:9][C:10]1[CH:15]=[CH:14][C:13]([CH2:16][C:17]2[NH:18][CH:19]=[CH:20][N:21]=2)=[CH:12][CH:11]=1)=[O:5].[N+:23]([C:26]1[CH:27]=[C:28]([CH:41]=[CH:42][CH:43]=1)[CH:29]=[C:30]([C:38]([CH3:40])=O)[C:31]([O:33][CH2:34][CH2:35][O:36][CH3:37])=[O:32])([O-:25])=[O:24]>C1(C)C=CC=CC=1>[CH3:22][C:2]1[NH:1][C:38]([CH3:40])=[C:30]([C:31]([O:33][CH2:34][CH2:35][O:36][CH3:37])=[O:32])[CH:29]([C:28]2[CH:41]=[CH:42][CH:43]=[C:26]([N+:23]([O-:25])=[O:24])[CH:27]=2)[C:3]=1[C:4]([O:6][CH2:7]/[CH:8]=[CH:9]/[C:10]1[CH:15]=[CH:14][C:13]([CH2:16][C:17]2[NH:21][CH:20]=[CH:19][N:18]=2)=[CH:12][CH:11]=1)=[O:5]. Procedure details: 297 mg (1 mM) of 3-[4-(1-imidazolylmethyl)phenyl]-2-propen-1-yl 3-aminocrotonate and 293 mg (1 mM) of 2-methoxyethyl 2-(3-nitrobenzylidene)acetoacetate were dissolved in 5 ml of toluene and refluxed for six hours. After cooling, the crystals produced were filtered off and recrystallized from methanol whereby the captioned compound was obtained. The yield was 502 mg (87.6%). Reactants: ClC1=CC(=CC=C1)C(=O)OO (m-chloroperbenzoic acid), C(Cl)(Cl)Cl (chloroform), [N+](=O)([O-])C1=C(N)C=C(C=C1)SCCC (2-nitro-5-propylthioaniline), FC(C(=O)O)(F)F (trifluoroacetic acid). Solvent: C(Cl)Cl (methylene chloride), C(Cl)Cl (methylene chloride). Reaction conditions: temperature 0 celsius, time 30 minute. The product is [N+](=O)([O-])C1=C(N)C=C(C=C1)S(=O)CCC (2-nitro-5-propylsulfinylaniline). RXN SMILES: [N+:1]([C:4]1[CH:10]=[CH:9][C:8]([S:11][CH2:12][CH2:13][CH3:14])=[CH:7][C:5]=1[NH2:6])([O-:3])=[O:2].FC(F)(F)C(O)=[O:18].ClC1C=CC=C(C(OO)=O)C=1.C(Cl)(Cl)Cl>C(Cl)Cl>[N+:1]([C:4]1[CH:10]=[CH:9][C:8]([S:11]([CH2:12][CH2:13][CH3:14])=[O:18])=[CH:7][C:5]=1[NH2:6])([O-:3])=[O:2]. Procedure: Cool to 0°-5° C. a stirred solution of 2-nitro-5-propylthioaniline (21.2 g) in methylene chloride (350 ml) and add trifluoroacetic acid (11.40 g), followed by the dropwise addition of 85% m-chloroperbenzoic acid (22.34 g) in methylene chloride (450 ml). Stir 30 minutes at 0° C., then warm to room temperature and stir 3.5 hours. Add chloroform to dissolve the solids, and extract the mixture with 10% sodium carbonate solution three times, extract with water once, filter over magnesium sulfate, the... As a reaction SMILES: [CH3:1][c:2]1[cH:3][c:4]([N:9]2[CH2:10][CH2:11][N:12]([c:15]3[cH:16][cH:17][c:18]([N+:22](=[O:23])[O-:24])[c:19]([NH2:21])[cH:20]3)[CH2:13][CH2:14]2)[n:5][c:6]([CH3:8])[cH:7]1.[Cl:37][Cu:38].[ClH:35].[N:25]([O-:26])=[O:27].[Na+:28].[Na+:29].[Na+:30].[O-:31][C:32](=[O:33])[O-:34].[OH2:36]>>[CH3:1][c:2]1[cH:3][c:4]([N:9]2[CH2:10][CH2:11][N:12]([c:15]3[cH:16][cH:17][c:18]([N+:22](=[O:23])[O-:24])[c:19]([Cl:35])[cH:20]3)[CH2:13][CH2:14]2)[n:5][c:6]([CH3:8])[cH:7]1. The reactants are Cc1cc(C)nc(N2CCN(c3ccc([N+](=O)[O-])c(N)c3)CC2)c1, Cl[Cu], Cl, O=N[O-], [Na+], [Na+], [Na+], O=C([O-])[O-], O. The product is Cc1cc(C)nc(N2CCN(c3ccc([N+](=O)[O-])c(Cl)c3)CC2)c1. The reactants are F[B-](F)(F)F, O=C([O-])O, C[O+](C)C, CCOC(C)=O, [Na+], COC(=O)c1cccc2[nH]ncc12. Product: COC(=O)c1cccc2nn(C)cc12. As a reaction SMILES: [B-:14]([F:15])([F:16])([F:17])[F:18].[C:29](=[O:30])([O-:31])[OH:32].[CH3:19][O+:20]([CH3:21])[CH3:22].[CH3:23][CH2:24][O:25][C:26](=[O:27])[CH3:28].[Na+:33].[nH:1]1[n:2][cH:3][c:4]2[c:5]([C:10](=[O:11])[O:12][CH3:13])[cH:6][cH:7][cH:8][c:9]12>>[n:1]1[n:2]([CH3:19])[cH:3][c:4]2[c:5]([C:10](=[O:11])[O:12][CH3:13])[cH:6][cH:7][cH:8][c:9]12. The reactants are CCc1ncccc1Oc1cc(Br)cnc1Nc1nc(C2CC3CCC(C2)N3C(=O)OC(C)(C)C)ns1, COC(=O)CCS. The product is CCc1ncccc1Oc1cc(SCCC(=O)OC)cnc1Nc1nc(C2CC3CCC(C2)N3C(=O)OC(C)(C)C)ns1. As a reaction SMILES: [Br:1][c:2]1[cH:3][c:4]([O:29][c:30]2[c:31]([CH2:36][CH3:37])[n:32][cH:33][cH:34][cH:35]2)[c:5]([NH:8][c:9]2[n:10][c:11]([CH:14]3[CH2:15][CH:16]4[CH2:17][CH2:18][CH:19]([CH2:20]3)[N:21]4[C:22](=[O:23])[O:24][C:25]([CH3:26])([CH3:27])[CH3:28])[n:12][s:13]2)[n:6][cH:7]1.[SH:38][CH2:39][CH2:40][C:41](=[O:42])[O:43][CH3:44]>>[c:2]1([S:38][CH2:39][CH2:40][C:41](=[O:42])[O:43][CH3:44])[cH:3][c:4]([O:29][c:30]2[c:31]([CH2:36][CH3:37])[n:32][cH:33][cH:34][cH:35]2)[c:5]([NH:8][c:9]2[n:10][c:11]([CH:14]3[CH2:15][CH:16]4[CH2:17][CH2:18][CH:19]([CH2:20]3)[N:21]4[C:22](=[O:23])[O:24][C:25]([CH3:26])([CH3:27])[CH3:28])[n:12][s:13]2)[n:6][cH:7]1. The reactants are C1OC=2C=C(C=CC2O1)C (3,4-Methylenedioxytoluene), [N+](=O)(O)[O-] (HNO3). Solvent: C(C)(=O)O (acetic acid), C(C)(=O)O (acetic acid). Reaction conditions: time 10 minute. Product: [N+](=O)([O-])C1=C(C=C2C(=C1)OCO2)C (2-Nitro-4,5-methylenedioxytoluene). Isolated yield 64.4%. Reaction SMILES: [CH2:1]1[O:9][C:8]2[CH:7]=[CH:6][C:5]([CH3:10])=[CH:4][C:3]=2[O:2]1.[N+:11]([O-])([OH:13])=[O:12]>C(O)(=O)C>[N+:11]([C:6]1[CH:7]=[C:8]2[O:9][CH2:1][O:2][C:3]2=[CH:4][C:5]=1[CH3:10])([O-:13])=[O:12]. Procedure: To a solution of 10 (19.0 g, 139.6 mmol) in acetic acid (180 mL) was added a solution of fuming HNO3 (10 mL) in acetic acid (70 mL) dropwise over 30 minutes. The mixture was stirred at ambient temperature for 10 minutes, then poured into a beaker containing ice to give a crystalline precipitate, which was collected by vacuum filtration and washed with water to afford the crude product. Further purification via recrystallization from CH2Cl2/hexane gave the pure product (16.3 g, 64.4%). Reactants: CON(C)S(=O)(=O)N(C)S(=O)(=O)NC(=O)Oc1ccccc1, CC1=NNC(c2ccccc2)C1, c1ccccc1. The product is CON(C)S(=O)(=O)N(C)S(=O)(=O)NC(=O)N1N=C(C)CC1c1ccccc1. RXN SMILES: [CH3:1][N:2]([O:3][CH3:4])[S:5](=[O:6])(=[O:7])[N:8]([CH3:9])[S:10](=[O:11])(=[O:12])[NH:13][C:14]([O:15][c:17]1[cH:18][cH:19][cH:20][cH:21][cH:22]1)=[O:16].[CH3:23][C:24]1=[N:25][NH:26][CH:27]([c:29]2[cH:30][cH:31][cH:32][cH:33][cH:34]2)[CH2:28]1.[cH:35]1[cH:36][cH:37][cH:38][cH:39][cH:40]1>>[CH3:1][N:2]([O:3][CH3:4])[S:5](=[O:6])(=[O:7])[N:8]([CH3:9])[S:10](=[O:11])(=[O:12])[NH:13][C:14](=[O:15])[N:26]1[N:25]=[C:24]([CH3:23])[CH2:28][CH:27]1[c:29]1[cH:30][cH:31][cH:32][cH:33][cH:34]1.